This data is from the Open Reaction Database (ORD), a public repository of structured organic reaction records. The task is: describe an organic reaction: reactants, conditions, products, and yield Starting materials: Cl (hydrochloric acid), C1(=CC=CC=C1)SCl (phenylsulfenyl chloride), FC=1C=C(OC2=CC=C(OCCNC(OCC)=O)C=C2)C=C(C1)F (ethyl 2-[4-(3,5-difluorophenoxy)phenoxy]ethylcarbamate). Solvent: C1(=CC=CC=C1)C (toluene), N1=CC=CC=C1 (pyridine). The product is C1(=CC=CC=C1)SN(C(OCC)=O)CCOC1=CC=C(C=C1)OC1=CC(=CC(=C1)F)F (ethyl N-phenylthio-2-[4-(3,5-difluorophenoxy)phenoxy]ethylcarbamate). Reaction SMILES: [C:1]1([S:7]Cl)[CH:6]=[CH:5][CH:4]=[CH:3][CH:2]=1.[F:9][C:10]1[CH:11]=[C:12]([CH:29]=[C:30]([F:32])[CH:31]=1)[O:13][C:14]1[CH:28]=[CH:27][C:17]([O:18][CH2:19][CH2:20][NH:21][C:22](=[O:26])[O:23][CH2:24][CH3:25])=[CH:16][CH:15]=1.Cl>C1(C)C=CC=CC=1.N1C=CC=CC=1>[C:1]1([S:7][N:21]([CH2:20][CH2:19][O:18][C:17]2[CH:16]=[CH:15][C:14]([O:13][C:12]3[CH:29]=[C:30]([F:32])[CH:31]=[C:10]([F:9])[CH:11]=3)=[CH:28][CH:27]=2)[C:22](=[O:26])[O:23][CH2:24][CH3:25])[CH:6]=[CH:5][CH:4]=[CH:3][CH:2]=1. Procedure: 5.7 g of freshly distilled phenylsulfenyl chloride in 10 ml of toluene are added dropwise at 0° to +5° C. in the course of 30 minutes to a solution of 12 g of ethyl 2-[4-(3,5-difluorophenoxy)phenoxy]ethylcarbamate in 40 ml of pyridine, with stirring. After this, the mixture is stirred for 4 more hours at room temperature. The reaction mixture is poured into 300 ml of 2N hydrochloric acid and ice, and the mixture is extracted twice using diethyl ether. The combined organic phases are washed to ne... Starting materials: COC1=C(CN(S(=O)(=O)C2=C(C(=C(C=C2)O[C@@H]2[C@H](CCC2)C2=CC=NN2CC)F)F)C2=NC=NC=C2)C=CC(=C1)OC (N-(2,4-dimethoxybenzyl)-4-{[(1S,2R)-2-(1-ethyl-1H-pyrazol-5-yl)cyclopentyl]oxy}-2,3-difluoro-N-(pyrimidin-4-yl)benzenesulfonamide), C(C)[SiH](CC)CC (triethylsilane). Run in ClCCl (dichloromethane), FC(C(=O)O)(F)F (trifluoroacetic acid). Reaction conditions: time 1 hour. Product: C(C)N1N=CC=C1[C@@H]1[C@H](CCC1)OC1=C(C(=C(C=C1)S(=O)(=O)NC1=NC=NC=C1)F)F (4-{[(1S,2R)-2-(1-Ethyl-1H-pyrazol-5-yl)cyclopentyl]oxy}-2,3-difluoro-N-(pyrimidin-4-yl)benzenesulfonamide). RXN SMILES: COC1C=C(OC)C=CC=1C[N:6]([C:31]1[CH:36]=[CH:35][N:34]=[CH:33][N:32]=1)[S:7]([C:10]1[CH:15]=[CH:14][C:13]([O:16][C@H:17]2[CH2:21][CH2:20][CH2:19][C@@H:18]2[C:22]2[N:26]([CH2:27][CH3:28])[N:25]=[CH:24][CH:23]=2)=[C:12]([F:29])[C:11]=1[F:30])(=[O:9])=[O:8].C([SiH](CC)CC)C>ClCCl.FC(F)(F)C(O)=O>[CH2:27]([N:26]1[C:22]([C@H:18]2[CH2:19][CH2:20][CH2:21][C@@H:17]2[O:16][C:13]2[CH:14]=[CH:15][C:10]([S:7]([NH:6][C:31]3[CH:36]=[CH:35][N:34]=[CH:33][N:32]=3)(=[O:8])=[O:9])=[C:11]([F:30])[C:12]=2[F:29])=[CH:23][CH:24]=[N:25]1)[CH3:28]. Procedure: To the N-(2,4-dimethoxybenzyl)-4-{[(1S,2R)-2-(1-ethyl-1H-pyrazol-5-yl)cyclopentyl]oxy}-2,3-difluoro-N-(pyrimidin-4-yl)benzenesulfonamide (100.3 g, 167 mmol) prepared in Example 119b and triethylsilane (30 mL) in dichloromethane (300 mL), trifluoroacetic acid (300 mL) was added with cooling on ice, and the reaction solution was stirred at room temperature for 1 hour. The reaction solution was concentrated, and the residue was purified with silica gel chromatography (ethyl acetate/methanol=9:1) to... Reactants: N(=NC(=O)OCC)C(=O)OCC (diethyl azodicarboxylate), FC1=C(C=CC=C1O)C1=CC=C(C=2NC3=CC(=CC=C3C12)C(=O)N1CCN(CC1)C)C(=O)N (4-(2-fluoro-3-hydroxyphenyl)-7-(4-methylpiperazine-1-carbonyl)-9H-carbazole-1-carboxamide), FC1=C(C=CC=C1O)C1=CC=C(C=2NC3=CC(=CC=C3C12)C(=O)N1CCN(CC1)C)C(=O)N (4-(2-fluoro-3-hydroxyphenyl)-7-(4-methylpiperazine-1-carbonyl)-9H-carbazole-1-carboxamide), C1(=CC=CC=C1)P(C1=CC=CC=C1)C1=CC=CC=C1 (triphenylphosphine), CN(CCO)C (2-(dimethylamino)ethanol). Solvent: C1CCOC1 (THF), O1CCOCC1 (1,4-dioxane), C1CCOC1 (THF). Reaction conditions: temperature 95 celsius. Yields the product CN(CCOC=1C(=C(C=CC1)C1=CC=C(C=2NC3=CC(=CC=C3C12)C(=O)N1CCN(CC1)C)C(=O)N)F)C (4-(3-(2-(dimethylamino)ethoxy)-2-fluorophenyl)-7-(4-methylpiperazine-1-carbonyl)-9H-carbazole-1-carboxamide). As a reaction SMILES: [F:1][C:2]1[C:7]([OH:8])=[CH:6][CH:5]=[CH:4][C:3]=1[C:9]1[C:21]2[C:20]3[C:15](=[CH:16][C:17]([C:22]([N:24]4[CH2:29][CH2:28][N:27]([CH3:30])[CH2:26][CH2:25]4)=[O:23])=[CH:18][CH:19]=3)[NH:14][C:13]=2[C:12]([C:31]([NH2:33])=[O:32])=[CH:11][CH:10]=1.C1(P(C2C=CC=CC=2)C2C=CC=CC=2)C=CC=CC=1.N(C(OCC)=O)=NC(OCC)=O.[CH3:65][N:66]([CH3:70])[CH2:67][CH2:68]O>O1CCOCC1.C1COCC1>[CH3:65][N:66]([CH3:70])[CH2:67][CH2:68][O:8][C:7]1[C:2]([F:1])=[C:3]([C:9]2[C:21]3[C:20]4[C:15](=[CH:16][C:17]([C:22]([N:24]5[CH2:25][CH2:26][N:27]([CH3:30])[CH2:28][CH2:29]5)=[O:23])=[CH:18][CH:19]=4)[NH:14][C:13]=3[C:12]([C:31]([NH2:33])=[O:32])=[CH:11][CH:10]=2)[CH:4]=[CH:5][CH:6]=1. Procedure details: A mixture of 4-(2-fluoro-3-hydroxyphenyl)-7-(4-methylpiperazine-1-carbonyl)-9H-carbazole-1-carboxamide (Intermediate 84-1, 20 mg, 0.045 mmol) and polymer-supported triphenylphosphine (2.63 mmol/g, 0.358 mmol) in 1,4-dioxane was treated at 0° C. with a solution of diethyl azodicarboxylate (19.5 mg, 0.157 mmol) in THF (0.5 mL), followed after 5 min by a solution of 2-(dimethylamino)ethanol (10 mg, 0.112 mmol) in THF (0.5 mL). The mixture was heated in a sealed tube by microwave irradiation at 90-1... Reactants: ClC=1N=C(C2=C(N1)CN(C2)C(=O)OCC)N2[C@H](COCC2)C ((S)-ethyl 2-chloro-4-(3-methylmorpholino)-5H-pyrrolo[3,4-d]pyrimidine-6(7H)-carboxylate), ClC=1N=C(C2=C(N1)CN(C2)C(=O)OCC)N2[C@H](COCC2)C ((S)-ethyl 2-chloro-4-(3-methylmorpholino)-5H-pyrrolo[3,4-d]pyrimidine-6(7H)-carboxylate), FC=1C=C(N)C=CC1B1OC(C(O1)(C)C)(C)C (3-fluoro-4-(4,4,5,5-tetramethyl-1,3,2-dioxaborolan-2-yl)aniline). The product is NC1=CC(=C(C=C1)C=1N=C(C2=C(N1)CN(C2)C(=O)OCC)N2[C@H](COCC2)C)F ((S)-ethyl 2-(4-amino-2-fluorophenyl)-4-(3-methylmorpholino)-5H-pyrrolo[3,4-d]pyrimidine-6(7H)-carboxylate). Yield: 45.0%. Reaction SMILES: Cl[C:2]1[N:3]=[C:4]([N:16]2[CH2:21][CH2:20][O:19][CH2:18][C@@H:17]2[CH3:22])[C:5]2[CH2:10][N:9]([C:11]([O:13][CH2:14][CH3:15])=[O:12])[CH2:8][C:6]=2[N:7]=1.[F:23][C:24]1[CH:25]=[C:26]([CH:28]=[CH:29][C:30]=1B1OC(C)(C)C(C)(C)O1)[NH2:27]>>[NH2:27][C:26]1[CH:28]=[CH:29][C:30]([C:2]2[N:3]=[C:4]([N:16]3[CH2:21][CH2:20][O:19][CH2:18][C@@H:17]3[CH3:22])[C:5]3[CH2:10][N:9]([C:11]([O:13][CH2:14][CH3:15])=[O:12])[CH2:8][C:6]=3[N:7]=2)=[C:24]([F:23])[CH:25]=1. Procedure details: Method as described for example 47 using (S)-ethyl 2-chloro-4-(3-methylmorpholino)-5H-pyrrolo[3,4-d]pyrimidine-6(7H)-carboxylate (intermediate 11) and 3-fluoro-4-(4,4,5,5-tetramethyl-1,3,2-dioxaborolan-2-yl)aniline as starting materials. The mixture was filtered through a celite 545 pre-packed cartridge (2.5 g), washed with MeOH and the solvent removed in vacuo. The residue was purified by prep. HPLC at high pH, yielding the title compound (55 mg, 0.14 mmol, 45%). Reactants: N(=O)[O-].[Na+] (sodium nitrite), N(=O)OS(O)(=O)=O (Nitrosyl sulphuric acid), NC1=CC2=C(OC(C=C2)(C)C)C=C1[N+](=O)[O-] (6-amino-2,2-dimethyl-7-nitro-2H-benzo[b]pyran), [I-].[K+] (potassium iodide). The solvent is O (water), C1(=CC=CC=C1)C (Toluene), S(O)(O)(=O)=O (sulphuric acid), C(C)(=O)O (acetic acid), S(O)(O)(=O)=O (sulphuric acid), O (water). Conditions: temperature 8 celsius, time 18 hour. Yields the product CC1(C=CC2=C(O1)C=C(C(=C2)I)[N+](=O)[O-])C (2,2-dimethyl-6-iodo-7-nitro-2H-benzo[b]pyran). The yield is 39.4%. As a reaction SMILES: N[C:2]1[C:13]([N+:14]([O-:16])=[O:15])=[CH:12][C:5]2[O:6][C:7]([CH3:11])([CH3:10])[CH:8]=[CH:9][C:4]=2[CH:3]=1.N(OS(=O)(=O)O)=O.N([O-])=O.[Na+].[I-:28].[K+]>C(O)(=O)C.S(=O)(=O)(O)O.O.C1(C)C=CC=CC=1>[CH3:10][C:7]1([CH3:11])[O:6][C:5]2[CH:12]=[C:13]([N+:14]([O-:16])=[O:15])[C:2]([I:28])=[CH:3][C:4]=2[CH:9]=[CH:8]1 |f:2.3,4.5|. Procedure details: To a cooled solution of 6-amino-2,2-dimethyl-7-nitro-2H-benzo[b]pyran (20.0 g)* in glacial acetic acid (800 ml) was added concentrated sulphuric acid (400 ml) and the solution stirred at 8° C. Nitrosyl sulphuric acid (prepared by dissolving sodium nitrite (6.62 g) in cold concentrated sulphuric acid (200 ml) the mixture being warmed to dissolved the solid then re-cooled to approximately 4° C.) was added keeping the temperature of the reaction mixture below 12° C. The dark, viscous mixture was st...